Dataset: the Open Reaction Database (ORD), a public repository of structured organic reaction records. Task: describe an organic reaction: reactants, conditions, products, and yield Reactants: C(C1=CC=CC=C1)C1=C(C=CC=C1)NC(CCCBr)=O (2-benzyl-1-(4-bromobutyrylamino)benzene), O(C1=CC=CC=C1)C1=CC=C(C=C1)C1CCNCC1 (4-(4-phenoxyphenyl)piperidine). Product: C(C1=CC=CC=C1)C1=C(C=CC=C1)NC(CCCN1CCC(CC1)C1=CC=C(C=C1)OC1=CC=CC=C1)=O (2-benzyl-1-[4-(4-(4-phenoxyphenyl)piperidin-1-yl)butyrylamino]benzene). As a reaction SMILES: [CH2:1]([C:8]1[CH:13]=[CH:12][CH:11]=[CH:10][C:9]=1[NH:14][C:15](=[O:20])[CH2:16][CH2:17][CH2:18]Br)[C:2]1[CH:7]=[CH:6][CH:5]=[CH:4][CH:3]=1.[O:21]([C:28]1[CH:33]=[CH:32][C:31]([CH:34]2[CH2:39][CH2:38][NH:37][CH2:36][CH2:35]2)=[CH:30][CH:29]=1)[C:22]1[CH:27]=[CH:26][CH:25]=[CH:24][CH:23]=1>>[CH2:1]([C:8]1[CH:13]=[CH:12][CH:11]=[CH:10][C:9]=1[NH:14][C:15](=[O:20])[CH2:16][CH2:17][CH2:18][N:37]1[CH2:38][CH2:39][CH:34]([C:31]2[CH:32]=[CH:33][C:28]([O:21][C:22]3[CH:27]=[CH:26][CH:25]=[CH:24][CH:23]=3)=[CH:29][CH:30]=2)[CH2:35][CH2:36]1)[C:2]1[CH:7]=[CH:6][CH:5]=[CH:4][CH:3]=1. Procedure details: The compound (11) synthesized in Reference Example 11 and the compound (4) synthesized in Reference Example 4 were used to produce the above compound in the same way as Example 1. The reactants are C(CCC)C=1N(C(=C(N1)Cl)CO)CC1=CC=C(C=C1)C1=C(C=CC=C1)C1=NN=NN1C(C1=CC=CC=C1)(C1=CC=CC=C1)C1=CC=CC=C1 (2-butyl-1-[(2'-{N-triphenylmethyltetrazol-5-yl}{1,1'-biphenyl}-4-yl)methyl]-4-chloro-1H-imidazole-5-methanol), C(CCC)C=1N(C(=C(N1)CO)Cl)CC1=CC=C(C=C1)C1=C(C=CC=C1)C(=O)OC(C)(C)C (2-butyl-1-[(2'-t-butoxycarbonylbiphen-4-yl)methyl]-5-chloro-1H-imidazole-4-methanol). Yields the product C(CCC)C=1N(C(=C(N1)Cl)C=O)CC1=CC=C(C=C1)C1=C(C=CC=C1)C1=NN=NN1C(C1=CC=CC=C1)(C1=CC=CC=C1)C1=CC=CC=C1 (2-Butyl-1-[(2'-{N-triphenylmethyltetrazol-5-yl}{1,1'-biphenyl}-4-yl)methyl]-4-chloro-1H-imidazole-5-carboxaldehyde). As a reaction SMILES: [CH2:1]([C:5]1[N:6]([CH2:13][C:14]2[CH:19]=[CH:18][C:17]([C:20]3[CH:25]=[CH:24][CH:23]=[CH:22][C:21]=3[C:26]3[N:30]([C:31]([C:44]4[CH:49]=[CH:48][CH:47]=[CH:46][CH:45]=4)([C:38]4[CH:43]=[CH:42][CH:41]=[CH:40][CH:39]=4)[C:32]4[CH:37]=[CH:36][CH:35]=[CH:34][CH:33]=4)[N:29]=[N:28][N:27]=3)=[CH:16][CH:15]=2)[C:7]([CH2:11][OH:12])=[C:8]([Cl:10])[N:9]=1)[CH2:2][CH2:3][CH3:4].C(C1N(CC2C=CC(C3C=CC=CC=3C(OC(C)(C)C)=O)=CC=2)C(Cl)=C(CO)N=1)CCC>>[CH2:1]([C:5]1[N:6]([CH2:13][C:14]2[CH:15]=[CH:16][C:17]([C:20]3[CH:25]=[CH:24][CH:23]=[CH:22][C:21]=3[C:26]3[N:30]([C:31]([C:32]4[CH:37]=[CH:36][CH:35]=[CH:34][CH:33]=4)([C:44]4[CH:45]=[CH:46][CH:47]=[CH:48][CH:49]=4)[C:38]4[CH:39]=[CH:40][CH:41]=[CH:42][CH:43]=4)[N:29]=[N:28][N:27]=3)=[CH:18][CH:19]=2)[C:7]([CH:11]=[O:12])=[C:8]([Cl:10])[N:9]=1)[CH2:2][CH2:3][CH3:4]. Reported procedure: This Step A compound can be prepared as described in Example 3, Step A except that 2-butyl-1-[(2'-{N-triphenylmethyltetrazol-5-yl}{1,1'-biphenyl}-4-yl)methyl]-4-chloro-1H-imidazole-5-methanol can be used as the starting material for the oxidation instead of 2-butyl-1-[(2'-t-butoxycarbonylbiphen-4-yl)methyl]-5-chloro-1H-imidazole-4-methanol. The reactants are ClB(Cl)Cl, ClCCl, CCOCc1nc(-c2ccc(Cl)cc2)co1. As a reaction SMILES: [B:1]([Cl:2])([Cl:3])[Cl:4].[Cl:21][CH2:22][Cl:23].[Cl:5][c:6]1[cH:7][cH:8][c:9](-[c:12]2[n:13][c:14]([CH2:17][O:18][CH2:19][CH3:20])[o:15][cH:16]2)[cH:10][cH:11]1>>[Cl:5][c:6]1[cH:7][cH:8][c:9](-[c:12]2[n:13][c:14]([CH2:17][OH:18])[o:15][cH:16]2)[cH:10][cH:11]1. The product is OCc1nc(-c2ccc(Cl)cc2)co1. Starting materials: CCO, O=C(OC1CCCC1)c1cc([N+](=O)[O-])c(F)cc1Cl, Cl, [Fe], O. The product is Nc1cc(C(=O)OC2CCCC2)c(Cl)cc1F. RXN SMILES: [CH3:22][CH2:23][OH:24].[Cl:3][c:4]1[c:5]([C:6](=[O:7])[O:8][CH:9]2[CH2:10][CH2:11][CH2:12][CH2:13]2)[cH:14][c:15]([N+:19]([O-:20])=[O:21])[c:16]([F:18])[cH:17]1.[ClH:2].[Fe:25].[OH2:1]>>[Cl:3][c:4]1[c:5]([C:6](=[O:7])[O:8][CH:9]2[CH2:10][CH2:11][CH2:12][CH2:13]2)[cH:14][c:15]([NH2:19])[c:16]([F:18])[cH:17]1. The reactants are O1C(CCCC1)OCCC#C (3-butyn-1-yl tetrahydropyranyl ether), C(CCC)[Li] (n-butyl lithium), FCCCCCCBr (6-fluoro-1-bromo-hexane). Run in CCCCCC (hexane). The product is O1C(CCCC1)OCCC#CCCCCCCF (10-fluoro-3-decyn-1-yl tetrahydropyranyl ether). Yield: 43.9%. RXN SMILES: [O:1]1[CH2:6][CH2:5][CH2:4][CH2:3][CH:2]1[O:7][CH2:8][CH2:9][C:10]#[CH:11].C([Li])CCC.[F:17][CH2:18][CH2:19][CH2:20][CH2:21][CH2:22][CH2:23]Br>CCCCCC>[O:1]1[CH2:6][CH2:5][CH2:4][CH2:3][CH:2]1[O:7][CH2:8][CH2:9][C:10]#[C:11][CH2:23][CH2:22][CH2:21][CH2:20][CH2:19][CH2:18][F:17]. Procedure: Repetition of the procedure described in Example 3 using 0.7992 g (5.06 mmol) of 3-butyn-1-yl tetrahydropyranyl ether, 3.6 mL (5.06 mmol) of 1.39M n-butyl lithium in hexane and 1.117 g (6.07 mmol, 1.2 eq) of 6-fluoro-1-bromo-hexane followed by purification by flash chromatography affords 10-fluoro-3-decyn-1-yl tetrahydropyranyl ether (570 mg, 44%) as a clear colorless oil: Rf=0.58 hexane/ethyl acetate (7:3, v/v); IR (film) ν2850-2950 (alcane CH); and 1H-NMR (CDCl3) δ1.20-1.95 (m, 14H), 2.15 (m, ... Starting materials: COC1=C(C=CC=C1[N+](=O)[O-])[N+](=O)[O-] (2-methoxy-1,3-dinitrobenzene), O.O.[Sn](Cl)(Cl)(Cl)Cl (tin chloride dihydrate). The solvent is CCO (EtOH). Reaction conditions: temperature 70 celsius, time 90 minute. Product: COC1=C(C=CC=C1N)N (2-methoxybenzene-1,3-diamine). As a reaction SMILES: [CH3:1][O:2][C:3]1[C:8]([N+:9]([O-])=O)=[CH:7][CH:6]=[CH:5][C:4]=1[N+:12]([O-])=O.O.O.[Sn](Cl)(Cl)(Cl)Cl>CCO>[CH3:1][O:2][C:3]1[C:8]([NH2:9])=[CH:7][CH:6]=[CH:5][C:4]=1[NH2:12] |f:1.2.3|. Procedure details: A 2 L round bottomed flask was charged with 23 g (116 mmol) 2-methoxy-1,3-dinitrobenzene and 261 g (1.16 mol) tin chloride dihydrate. 160 mL EtOH was added, and the resulting suspension was stirred at 70° C. for 90 min. In the beginning, the reaction is very exothermic be careful! The solvent was removed and the reaction mixture was diluted with H2O and slowly added to about 500 mL of a 10 M NaOH solution. The suspension was cooled down to RT and extracted three times with EtOAc. The combined or... Reactants: [N+](=O)([O-])CC(CCCCCCCCCCCC)=O (1-nitro-2-tetradecanone), [F-].[K+] (potassium fluoride). The solvent is C(C)(C)(C)O (tertiary butanol), C(C)(C)(C)O (tertiary butanol). Yields the product C(CCCCCCCCCCCC)(=O)C1=NOC(=C1[N+](=O)[O-])CCCCCCCCCCCC (3-tridecanoyl-4-nitro-5-dodecylisoxazole). Yield: 36.8%. As a reaction SMILES: [N+:1]([CH2:4][C:5](=[O:18])[CH2:6][CH2:7][CH2:8][CH2:9][CH2:10][CH2:11][CH2:12][CH2:13][CH2:14][CH2:15][CH2:16][CH3:17])([O-:3])=[O:2].[F-].[K+]>C(O)(C)(C)C>[C:5]([C:4]1[C:4]([N+:1]([O-:3])=[O:2])=[C:5]([CH2:6][CH2:7][CH2:8][CH2:9][CH2:10][CH2:11][CH2:12][CH2:13][CH2:14][CH2:15][CH2:16][CH3:17])[O:18][N:1]=1)(=[O:18])[CH2:6][CH2:7][CH2:8][CH2:9][CH2:10][CH2:11][CH2:12][CH2:13][CH2:14][CH2:15][CH2:16][CH3:17] |f:1.2|. Procedure details: A solution of 1-nitro-2-tetradecanone (13.0 grams, 50 mmoles) in tertiary butanol (75 milliliters, 0.95 mole) containing anhydrous potassium fluoride (0.2 gram, 3.44 mmoles) was refluxed for 3 hours with the slow removal of 25 milliliters of tertiary butanol. The residual solvent was stripped from the reaction mixture by evaporation at 30°-35° C. under a reduced pressure of 30 millimeters. The evaporation residue was recrystallized from petroleum ether to afford 4.4 grams of 3-tridecanoyl-4-nitr... The reactants are [C-]#N, [C-]#N, COC(=O)c1nc(Cl)c(Cl)c(F)c1Nc1ccccc1F, CN1CCCC1=O, [Fe+2], O=C(C=Cc1ccccc1)C=Cc1ccccc1, O=C(C=Cc1ccccc1)C=Cc1ccccc1, O=C(C=Cc1ccccc1)C=Cc1ccccc1, [Pd], [Pd], [Zn+2], c1ccc(P(c2ccccc2)[c-]2cccc2)cc1, c1ccc(P(c2ccccc2)[c-]2cccc2)cc1. Product: COC(=O)c1nc(C#N)c(Cl)c(F)c1Nc1ccccc1F. RXN SMILES: [C-:122]#[N:123].[C-:125]#[N:126].[CH3:1][O:2][C:3](=[O:4])[c:5]1[n:6][c:7]([Cl:21])[c:8]([Cl:20])[c:9]([F:19])[c:10]1[NH:11][c:12]1[c:13]([F:18])[cH:14][cH:15][cH:16][cH:17]1.[CH3:22][N:23]1[CH2:24][CH2:25][CH2:26][C:27]1=[O:28].[Fe+2:65].[O:104]=[C:105]([CH:106]=[CH:107][c:108]1[cH:109][cH:110][cH:111][cH:112][cH:113]1)[CH:114]=[CH:115][c:116]1[cH:117][cH:118][cH:119][cH:120][cH:121]1.[O:68]=[C:69]([CH:70]=[CH:71][c:72]1[cH:73][cH:74][cH:75][cH:76][cH:77]1)[CH:78]=[CH:79][c:80]1[cH:81][cH:82][cH:83][cH:84][cH:85]1.[O:86]=[C:87]([CH:88]=[CH:89][c:90]1[cH:91][cH:92][cH:93][cH:94][cH:95]1)[CH:96]=[CH:97][c:98]1[cH:99][cH:100][cH:101][cH:102][cH:103]1.[Pd:66].[Pd:67].[Zn+2:124].[cH:29]1[cH:30][cH:31][c:32]([P:33]([c:34]2[cH:35][cH:36][cH:37][cH:38][cH:39]2)[c-:40]2[cH:41][cH:42][cH:43][cH:44]2)[cH:45][cH:46]1.[cH:47]1[cH:48][cH:49][c:50]([P:51]([c:52]2[cH:53][cH:54][cH:55][cH:56][cH:57]2)[c-:58]2[cH:59][cH:60][cH:61][cH:62]2)[cH:63][cH:64]1>>[CH3:1][O:2][C:3](=[O:4])[c:5]1[n:6][c:7]([C:22]#[N:23])[c:8]([Cl:20])[c:9]([F:19])[c:10]1[NH:11][c:12]1[c:13]([F:18])[cH:14][cH:15][cH:16][cH:17]1. Reaction SMILES: Cl[C:2]1[CH:7]=[CH:6][CH:5]=[C:4]([C:8]([F:11])([F:10])[F:9])[N:3]=1.[OH:12][C:13]1[CH:20]=[CH:19][C:16]([CH:17]=[O:18])=[CH:15][CH:14]=1.C([O-])([O-])=O.[K+].[K+]>CN(C=O)C.O>[F:9][C:8]([F:11])([F:10])[C:4]1[N:3]=[C:2]([O:12][C:13]2[CH:20]=[CH:19][C:16]([CH:17]=[O:18])=[CH:15][CH:14]=2)[CH:7]=[CH:6][CH:5]=1 |f:2.3.4|. The solvent is O (water), CN(C)C=O (DMF). Procedure: To a solution of 2-chloro-6-(trifluoromethyl)pyridine (1.5 g, 8.26 mmol) and 4-hydroxybenzaldehyde (1.009 g, 8.26 mmol) in DMF (18 mL), was added K2CO3 (1.713 g, 12.39 mmol). The mixture was heated at 130° C. for 5 h, and then transferred to a sealed tube and heated with a microwave condition at 135° C. for 3 h. After cooling, the reaction mixture was diluted in water, extracted with EA. The organic phase was washed with water and brine, dried over Na2SO4, concentrated to afford the title compou... Yield: 95.1%. The reactants are ClC1=NC(=CC=C1)C(F)(F)F (2-chloro-6-(trifluoromethyl)pyridine), OC1=CC=C(C=O)C=C1 (4-hydroxybenzaldehyde), C(=O)([O-])[O-].[K+].[K+] (K2CO3). The product is FC(C1=CC=CC(=N1)OC1=CC=C(C=O)C=C1)(F)F (4-((6-(trifluoromethyl)pyridin-2-yl)oxy)benzaldehyde). Run at temperature 130 celsius.